From a dataset of the Open Reaction Database (ORD), a public repository of structured organic reaction records. describe an organic reaction: reactants, conditions, products, and yield The reactants are CC(=O)O, CN1CCc2c(Cl)sc(Cl)c2C(c2ccccc2)C1. Yields the product CN1CCc2c(csc2Cl)C(c2ccccc2)C1. RXN SMILES: [CH3:20][C:21](=[O:22])[OH:23].[Cl:1][c:2]1[s:3][c:4]([Cl:19])[c:5]2[c:6]1[CH2:7][CH2:8][N:9]([CH3:18])[CH2:10][CH:11]2[c:12]1[cH:13][cH:14][cH:15][cH:16][cH:17]1>>[Cl:1][c:2]1[s:3][cH:4][c:5]2[c:6]1[CH2:7][CH2:8][N:9]([CH3:18])[CH2:10][CH:11]2[c:12]1[cH:13][cH:14][cH:15][cH:16][cH:17]1. Starting materials: C[Si](C)(C)OC1CN(Cc2ccccc2)C1, C[O-], CO, [Na+]. Yields the product OC1CN(Cc2ccccc2)C1. RXN SMILES: [CH2:1]([c:2]1[cH:3][cH:4][cH:5][cH:6][cH:7]1)[N:8]1[CH2:9][CH:10]([O:12][Si:13]([CH3:14])([CH3:15])[CH3:16])[CH2:11]1.[CH3:17][O-:18].[CH3:20][OH:21].[Na+:19]>>[CH2:1]([c:2]1[cH:3][cH:4][cH:5][cH:6][cH:7]1)[N:8]1[CH2:9][CH:10]([OH:12])[CH2:11]1.